From a dataset of the Open Reaction Database (ORD), a public repository of structured organic reaction records. describe an organic reaction: reactants, conditions, products, and yield Reactants: C(C1=CC=CC=C1)N (benzylamine), C(C)(=O)OC(C)=O (acetic anhydride), N1=CC=CC=C1 (pyridine), P-HOBT. Solvent: C(Cl)Cl (CH2Cl2). Reaction conditions: time 60 minute. Yields the product C(C1=CC=CC=C1)NC(C)=O (N-benzylacetamide). Isolated yield 10.3%. RXN SMILES: C(O[C:5](=[O:7])[CH3:6])(=O)C.N1C=CC=CC=1.[CH2:14]([NH2:21])[C:15]1[CH:20]=[CH:19][CH:18]=[CH:17][CH:16]=1>C(Cl)Cl>[CH2:14]([NH:21][C:5](=[O:7])[CH3:6])[C:15]1[CH:20]=[CH:19][CH:18]=[CH:17][CH:16]=1. Reported procedure: To a suspension of P-HOBT 1 (0.212 g, 0.125 mmol) in CH2Cl2 (5 mL) was added acetic anhydride (0.216 g, 0.200 mL, 2.12 mmol, 17 equiv.) and pyridine (0.234 g, 0.240 mL, 2.96 mmol, 24 equiv.). The suspension was subsequently rocked for 60 minutes at 25° C. The polymer was then filtered and washed with CH2Cl2 (3×5 mL), NMP (3×5 mL), CH2Cl2 (3×5 mL), and anhydrous Et2O (3×5 mL). The polymer was re-suspended in CH2Cl2 (5 mL) and benzylamine (0.0098 g, 0.010 mL, 0.91 mmol, 0.73 equiv. based on P-HOBT... Reactants: C(C)(C)(C)C1=CC(=C(C=N1)C=1N([C@]([C@](N1)(C)C1=CC=C(C=C1)Cl)(C)C1=CC=C(C=C1)Cl)C(=O)Cl)OCC ((4S,5R)-2-(6-tert-butyl-4-ethoxy-pyridin-3-yl)-4,5-bis-(4-chloro-phenyl)-4,5-dimethyl-4,5-dihydro-imidazole-1-carbonyl chloride), N1CCC(CC1)CO (piperidin-4-yl-methanol). The product is C(C)(C)(C)C1=CC(=C(C=N1)C=1N([C@]([C@](N1)(C)C1=CC=C(C=C1)Cl)(C)C1=CC=C(C=C1)Cl)C(=O)N1CCC(CC1)CO)OCC ([(4S,5R)-2-(6-tert-Butyl-4-ethoxy-pyridin-3-yl)-4,5-bis-(4-chloro-phenyl)-4,5-dimethyl-4,5-dihydro-imidazol-1-yl]-(4-hydroxymethyl-piperidin-1-yl)-methanone). Reaction SMILES: [C:1]([C:5]1[N:10]=[CH:9][C:8]([C:11]2[N:12]([C:32](Cl)=[O:33])[C@@:13]([C:25]3[CH:30]=[CH:29][C:28]([Cl:31])=[CH:27][CH:26]=3)([CH3:24])[C@@:14]([C:17]3[CH:22]=[CH:21][C:20]([Cl:23])=[CH:19][CH:18]=3)([CH3:16])[N:15]=2)=[C:7]([O:35][CH2:36][CH3:37])[CH:6]=1)([CH3:4])([CH3:3])[CH3:2].[NH:38]1[CH2:43][CH2:42][CH:41]([CH2:44][OH:45])[CH2:40][CH2:39]1>>[C:1]([C:5]1[N:10]=[CH:9][C:8]([C:11]2[N:12]([C:32]([N:38]3[CH2:43][CH2:42][CH:41]([CH2:44][OH:45])[CH2:40][CH2:39]3)=[O:33])[C@@:13]([C:25]3[CH:26]=[CH:27][C:28]([Cl:31])=[CH:29][CH:30]=3)([CH3:24])[C@@:14]([C:17]3[CH:18]=[CH:19][C:20]([Cl:23])=[CH:21][CH:22]=3)([CH3:16])[N:15]=2)=[C:7]([O:35][CH2:36][CH3:37])[CH:6]=1)([CH3:2])([CH3:3])[CH3:4]. Reported procedure: In a manner analogous to the method described in examples 8, (4S,5R)-2-(6-tert-butyl-4-ethoxy-pyridin-3-yl)-4,5-bis-(4-chloro-phenyl)-4,5-dimethyl-4,5-dihydro-imidazole-1-carbonyl chloride (example 51) was coupled with piperidin-4-yl-methanol (Lancaster) to give the title compound. HR-MS (ES, m/z) calculated for C35H43Cl2N4O3 [(M+H)+] 637.2707, observed 637.2708. The reactants are BrC(Br)(Br)Br, CC(C)CC1CC(C=O)C1, ClCCl, [Na+], [Na+], O=C([O-])[O-], c1ccc(P(c2ccccc2)c2ccccc2)cc1. Product: CC(C)CC1CC(C=C(Br)Br)C1. RXN SMILES: [C:1]([Br:2])([Br:3])([Br:4])[Br:5].[CH2:25]([CH:26]([CH3:27])[CH3:28])[CH:29]1[CH2:30][CH:31]([CH:33]=[O:34])[CH2:32]1.[CH2:41]([Cl:42])[Cl:43].[Na+:35].[Na+:36].[O-:37][C:38](=[O:39])[O-:40].[c:6]1([P:7]([c:8]2[cH:9][cH:10][cH:11][cH:12][cH:13]2)[c:14]2[cH:15][cH:16][cH:17][cH:18][cH:19]2)[cH:20][cH:21][cH:22][cH:23][cH:24]1>>[C:1]([Br:2])([Br:5])=[CH:33][CH:31]1[CH2:30][CH:29]([CH2:25][CH:26]([CH3:27])[CH3:28])[CH2:32]1. Yields the product ClC=1C=C(C=CC1C(=O)N1CCN(CC1)C1=NC=C(C=C1C)C)N1C(N(CC1)C)=O (1-{3-chloro-4-[4-(3,5-dimethylpyridin-2-yl)piperazine-1-carbonyl]phenyl}-3-methylimidazolidin-2-one). RXN SMILES: Br[C:2]1[CH:7]=[CH:6][C:5]([C:8]([N:10]2[CH2:15][CH2:14][N:13]([C:16]3[C:21]([CH3:22])=[CH:20][C:19]([CH3:23])=[CH:18][N:17]=3)[CH2:12][CH2:11]2)=[O:9])=[C:4]([Cl:24])[CH:3]=1.[CH3:25][N:26]1[CH2:30][CH2:29][NH:28][C:27]1=[O:31]>>[Cl:24][C:4]1[CH:3]=[C:2]([N:28]2[CH2:29][CH2:30][N:26]([CH3:25])[C:27]2=[O:31])[CH:7]=[CH:6][C:5]=1[C:8]([N:10]1[CH2:15][CH2:14][N:13]([C:16]2[C:21]([CH3:22])=[CH:20][C:19]([CH3:23])=[CH:18][N:17]=2)[CH2:12][CH2:11]1)=[O:9]. Reported procedure: Using (4-bromo-2-chlorophenyl)[4-(3,5-dimethylpyridin-2-yl)piperazin-1-yl]methanone (204 mg) described in Preparation Example 119 and 1-methylimidazolidin-2-one (60 mg) and by the reaction and treatment in the same manner as in Example 511, the title compound (13 mg) was obtained. Yield: 6.1%. Reactants: BrC1=CC(=C(C=C1)C(=O)N1CCN(CC1)C1=NC=C(C=C1C)C)Cl ((4-bromo-2-chlorophenyl)[4-(3,5-dimethylpyridin-2-yl)piperazin-1-yl]methanone), CN1C(NCC1)=O (1-methylimidazolidin-2-one). Starting materials: NC(C(=O)O)CC1=CC=C(C=C1)C=1OC=C(C1)CNC1=NC=CC(=C1)C (2-amino-3-(4-{4-[(4-methyl-pyridin-2-ylamino)-methyl]-furan-2-yl}-phenyl)-propionic Acid), 1201l, CCN(C(C)C)C(C)C (DIPEA), ester, CC1=C(C(=O)O)C(=CC(=C1)C)C (2,4,6-trimethylbenzoic acid). The solvent is CS(=O)C (DMSO). Conditions: time 12 hour. Yields the product CC1=CC(=NC=C1)NCC=1C=C(OC1)C1=CC=C(C=C1)CC(C(=O)O)NC(C1=C(C=C(C=C1C)C)C)=O (3-(4-{4-[(4-methyl-pyridin-2-ylamino)-methyl]-furan-2-yl}-phenyl)-2-(2,4,6-trimethyl-benzoylamino)-propionic Acid). RXN SMILES: [NH2:1][CH:2]([CH2:6][C:7]1[CH:12]=[CH:11][C:10]([C:13]2[O:14][CH:15]=[C:16]([CH2:18][NH:19][C:20]3[CH:25]=[C:24]([CH3:26])[CH:23]=[CH:22][N:21]=3)[CH:17]=2)=[CH:9][CH:8]=1)[C:3]([OH:5])=[O:4].CCN(C(C)C)C(C)C.[CH3:36][C:37]1[CH:45]=[C:44]([CH3:46])[CH:43]=[C:42]([CH3:47])[C:38]=1[C:39](O)=[O:40]>CS(C)=O>[CH3:26][C:24]1[CH:23]=[CH:22][N:21]=[C:20]([NH:19][CH2:18][C:16]2[CH:17]=[C:13]([C:10]3[CH:9]=[CH:8][C:7]([CH2:6][CH:2]([NH:1][C:39](=[O:40])[C:38]4[C:42]([CH3:47])=[CH:43][C:44]([CH3:46])=[CH:45][C:37]=4[CH3:36])[C:3]([OH:5])=[O:4])=[CH:12][CH:11]=3)[O:14][CH:15]=2)[CH:25]=1. Procedure: 50 mg of (11) as 2HCl salt and 1201l of DIPEA were dissolved in 1 ml of DMSO. 29 mg of the OAT ester of 2,4,6-trimethylbenzoic acid were added. The solution was stirred for 12 h and the product was purified by HPLC to give 10.8 mg of (12) as TFA salt.